From a dataset of the Open Reaction Database (ORD), a public repository of structured organic reaction records. describe an organic reaction: reactants, conditions, products, and yield The reactants are BrBr (bromine), ClC=1C(=C(C=CC1)NC(C)=O)C (N-(3-chloro-2-methyl-phenyl)-acetamide), ice. Run in C(C)(=O)O (acetic acid). Conditions: temperature 0 celsius, time 17 hour. Yields the product BrC1=C(C(=C(C=C1)NC(C)=O)C)Cl (N-(4-Bromo-3-chloro-2-methyl-phenyl)-acetamide). Yield: 93.6%. RXN SMILES: [Cl:1][C:2]1[C:3]([CH3:12])=[C:4]([NH:8][C:9](=[O:11])[CH3:10])[CH:5]=[CH:6][CH:7]=1.[Br:13]Br>C(O)(=O)C>[Br:13][C:7]1[CH:6]=[CH:5][C:4]([NH:8][C:9](=[O:11])[CH3:10])=[C:3]([CH3:12])[C:2]=1[Cl:1]. Procedure: Dissolve N-(3-chloro-2-methyl-phenyl)-acetamide (120.0 g, 0.653 mol) in acetic acid and cool to 0° C. Add bromine (313.3 g, 1.96 mol) dropwise over 30 min via an addition funnel. Stir for 17 h while allowing the reaction to warm to room temperature. Pour the reaction into 1 L of ice, and filter. Rinse the filter cake with 4 L of water. The title product is isolated in 93.6% yield (160.6 g) as a white solid. MS: MS (ESI−): 262 (M−1)−. MS (ESI+): 263 (M+1)+. Reactants: [H-].[Na+] (sodium hydride), ClC1=CC=C(C(=O)C2=CC=C(CSC3=NC(C4=C(N3C)NC=C4)=O)C=C2)C=C1 (2-[4-(4-chlorobenzoyl) benzyl]thio-1-methyl-7H-pyrrolo(2,3-d]pyrimidin-4-one), CI (methyl iodide). Run in O (water), CS(=O)C (DMSO). Run at time 20 minute. Yields the product ClC1=CC=C(C(=O)C2=CC=C(CSC3=NC(C4=C(N3C)N(C=C4)C)=O)C=C2)C=C1 (2-[4-(4-Chlorobenzoyl)benzyl]thio-1,7-dimethyl-7H-pyrrolo [2,3-d]pyrimidin-4-one). Isolated yield 44.1%. As a reaction SMILES: [Cl:1][C:2]1[CH:28]=[CH:27][C:5]([C:6]([C:8]2[CH:26]=[CH:25][C:11]([CH2:12][S:13][C:14]3[N:19]([CH3:20])[C:18]4[NH:21][CH:22]=[CH:23][C:17]=4[C:16](=[O:24])[N:15]=3)=[CH:10][CH:9]=2)=[O:7])=[CH:4][CH:3]=1.[H-].[Na+].[CH3:31]I>CS(C)=O.O>[Cl:1][C:2]1[CH:3]=[CH:4][C:5]([C:6]([C:8]2[CH:26]=[CH:25][C:11]([CH2:12][S:13][C:14]3[N:19]([CH3:20])[C:18]4[N:21]([CH3:31])[CH:22]=[CH:23][C:17]=4[C:16](=[O:24])[N:15]=3)=[CH:10][CH:9]=2)=[O:7])=[CH:27][CH:28]=1 |f:1.2|. Reported procedure: Under argon gas, 2-[4-(4-chlorobenzoyl) benzyl]thio-1-methyl-7H-pyrrolo(2,3-d]pyrimidin-4-one (103 mg) was dissolved in anhydrous DMSO (20 ml) with warming. Then, at room temperature, 60% sodium hydride-oil (11 mg) was added and the mixture was stirred for 20 minutes. Then, methyl iodide (42.6 mg) was added and the mixture was further stirred overnight. The reaction mixture was diluted with water (200 ml) and the resulting precipitate was collected by filtration, dried, and purified by flash col... Starting materials: Cl.COC=1C=CC=2C[C@@H]3[C@@]4(CCC(C[C@@]4(C2C1)CCN3)=O)OC (3,14-Dimethoxymorphinan-6-one hydrochloride), C1(CCC1)CBr (cyclobutylmethyl bromide), C(=O)(O)[O-].[Na+] (NaHCO3). Solvent: CN(C=O)C (dimethylformamide). Product: C1(CCC1)CN1[C@H]2[C@@]3(CCC(C[C@@]3(C=3C=C(C=CC3C2)OC)CC1)=O)OC (17-cyclobutylmethyl-3,14-dimethoxymorphinan-6-one). Reaction SMILES: Cl.[CH3:2][O:3][C:4]1[CH:5]=[CH:6][C:7]2[CH2:8][C@H:9]3[NH:20][CH2:19][CH2:18][C@@:15]4([C:16]=2[CH:17]=1)[C@@:10]3([O:22][CH3:23])[CH2:11][CH2:12][C:13](=[O:21])[CH2:14]4.[CH:24]1([CH2:28]Br)[CH2:27][CH2:26][CH2:25]1.C([O-])(O)=O.[Na+]>CN(C)C=O>[CH:24]1([CH2:28][N:20]2[CH2:19][CH2:18][C@@:15]34[C:16]5[CH:17]=[C:4]([O:3][CH3:2])[CH:5]=[CH:6][C:7]=5[CH2:8][C@@H:9]2[C@:10]3([O:22][CH3:23])[CH2:11][CH2:12][C:13](=[O:21])[CH2:14]4)[CH2:27][CH2:26][CH2:25]1 |f:0.1,3.4|. Reported procedure: A mixture of 3,14-dimethoxymorphinan-6-one hydrochloride (6b) (1.0 g, 2.96 mmol), cyclobutylmethyl bromide (0.662 g, 4.44 mmol) and NaHCO3 (1.492 g, 17.76 mmol) in 25 ml of dimethylformamide (DMF) was refluxed at an oil bath temperature of 110° under nitrogen for 16 hours. The mixture was filtered and the residue washed with DMF whereupon the filtrate was distilled under reduced pressure (oil bath temperature 30°-40° C.) and the residual material was taken up in methylene chloride (50 ml) and wa... The reactants are CC1=CC(=CC(=N1)C(=O)O)C(NC(C)C1=CC(=CC=C1)OC(F)(F)F)=O (6-methyl-4-((1-(3-(trifluoromethoxy)phenyl)ethyl)carbamoyl)picolinic acid), CN (methanamine). Yields the product CNC(=O)C1=NC(=CC(=C1)C(=O)NC(C)C1=CC(=CC=C1)OC(F)(F)F)C (N2,6-dimethyl-N4-(1-(3-(trifluoromethoxy)phenyl)ethyl)pyridine-2,4-dicarboxamide). Reaction SMILES: [CH3:1][C:2]1[N:7]=[C:6]([C:8]([OH:10])=O)[CH:5]=[C:4]([C:11](=[O:26])[NH:12][CH:13]([C:15]2[CH:20]=[CH:19][CH:18]=[C:17]([O:21][C:22]([F:25])([F:24])[F:23])[CH:16]=2)[CH3:14])[CH:3]=1.[CH3:27][NH2:28]>>[CH3:27][NH:28][C:8]([C:6]1[CH:5]=[C:4]([C:11]([NH:12][CH:13]([C:15]2[CH:20]=[CH:19][CH:18]=[C:17]([O:21][C:22]([F:23])([F:25])[F:24])[CH:16]=2)[CH3:14])=[O:26])[CH:3]=[C:2]([CH3:1])[N:7]=1)=[O:10]. Procedure: The title compound is prepared from 6-methyl-4-((1-(3-(trifluoromethoxy)phenyl)ethyl)carbamoyl)picolinic acid (20 mg, 0.05 mmol, Step-2, single enantiomer) and methanamine (11 mg, 0.16 mmol) by the similar manner in Example-2.